Task: describe an organic reaction: reactants, conditions, products, and yield. Dataset: the Open Reaction Database (ORD), a public repository of structured organic reaction records Starting materials: C=CCc1cc(C(C)=CC(=O)N(CC)CC)ccc1OC(C)c1ccccc1, C1CCOC1. Yields the product CCN(CC)C(=O)C=C(C)c1ccc(OC(C)c2ccccc2)c(CCCO)c1. As a reaction SMILES: [CH2:1]([CH:2]=[CH2:3])[c:4]1[cH:5][c:6]([C:19](=[CH:20][C:21](=[O:22])[N:23]([CH2:24][CH3:25])[CH2:26][CH3:27])[CH3:28])[cH:7][cH:8][c:9]1[O:10][CH:11]([CH3:12])[c:13]1[cH:14][cH:15][cH:16][cH:17][cH:18]1.[CH2:29]1[CH2:32][CH2:31][CH2:30][O:33]1>>[CH2:1]([CH2:2][CH2:3][OH:33])[c:4]1[cH:5][c:6]([C:19](=[CH:20][C:21](=[O:22])[N:23]([CH2:24][CH3:25])[CH2:26][CH3:27])[CH3:28])[cH:7][cH:8][c:9]1[O:10][CH:11]([CH3:12])[c:13]1[cH:14][cH:15][cH:16][cH:17][cH:18]1. The reactants are ClC=1C=C2C(C(N(C2=CC1)S(=O)(=O)C1=C(C=C(C=C1)OC)OC(F)(F)F)=O)(C1=C(C=CC(=C1)CC=O)OC)N1[C@H](C(=O)N(C)C)C[C@H](C1)O ((4R)-1-(5-chloro-3-[2-methoxy-5-(2-oxo ethyl)phenyl]-1-{[4-methoxy-2-(trifluoromethoxy)phenyl]sulfonyl}-2-oxo-2,3-dihydro-1H-indol-3-yl)-4-hydroxy-N,N-dimethyl-L-prolinamide), CNC (dimethylamine), C(C)(=O)O[BH-](OC(C)=O)OC(C)=O.[Na+] (sodium triacetoxy borohydride), C(=O)(O)[O-].[Na+] (NaHCO3). The solvent is C1CCOC1 (THF), C(Cl)(Cl)Cl (CHCl3), C(C)(=O)O (acetic acid). The product is ClC=1C=C2C(C(N(C2=CC1)S(=O)(=O)C1=C(C=C(C=C1)OC)OC(F)(F)F)=O)(C1=C(C=CC(=C1)CCN(C)C)OC)N1[C@H](C(=O)N(C)C)C[C@H](C1)O ((4R)-1-(5-chloro-3-{5-[2-(dimethylamino)ethyl]-2-methoxyphenyl}-1-{[4-methoxy-2-(trifluoromethoxy)phenyl]sulfonyl}-2-oxo-2,3-dihydro-1H-indol-3-yl)-4-hydroxy-N,N-dimethyl-L-prolinamide). RXN SMILES: [Cl:1][C:2]1[CH:3]=[C:4]2[C:8](=[CH:9][CH:10]=1)[N:7]([S:11]([C:14]1[CH:19]=[CH:18][C:17]([O:20][CH3:21])=[CH:16][C:15]=1[O:22][C:23]([F:26])([F:25])[F:24])(=[O:13])=[O:12])[C:6](=[O:27])[C:5]2([N:39]1[CH2:48][C@H:47]([OH:49])[CH2:46][C@H:40]1[C:41]([N:43]([CH3:45])[CH3:44])=[O:42])[C:28]1[CH:33]=[C:32]([CH2:34][CH:35]=O)[CH:31]=[CH:30][C:29]=1[O:37][CH3:38].[CH3:50][NH:51][CH3:52].C(O[BH-](OC(=O)C)OC(=O)C)(=O)C.[Na+].C([O-])(O)=O.[Na+]>C1COCC1.C(Cl)(Cl)Cl.C(O)(=O)C>[Cl:1][C:2]1[CH:3]=[C:4]2[C:8](=[CH:9][CH:10]=1)[N:7]([S:11]([C:14]1[CH:19]=[CH:18][C:17]([O:20][CH3:21])=[CH:16][C:15]=1[O:22][C:23]([F:24])([F:25])[F:26])(=[O:12])=[O:13])[C:6](=[O:27])[C:5]2([N:39]1[CH2:48][C@H:47]([OH:49])[CH2:46][C@H:40]1[C:41]([N:43]([CH3:45])[CH3:44])=[O:42])[C:28]1[CH:33]=[C:32]([CH2:34][CH2:35][N:51]([CH3:52])[CH3:50])[CH:31]=[CH:30][C:29]=1[O:37][CH3:38] |f:2.3,4.5|. Procedure details: A mixed solution of 150 mg of the compound obtained in Example 218, a solution of 2 mol/L dimethylamine in THF (0.22 ml), 63 mg of acetic acid, 95 mg of sodium triacetoxy borohydride, in CHCl3 (1.5 ml) was stirred at room temperature for one hour. A saturated aqueous solution of NaHCO3 was added to the reaction solution, and the resulting mixture was extracted with CHCl3. The extract was dried over Na2SO4, then, the drying agent was separated by filtration and the solvent was evaporated under re... Reactants: C(COCC(=O)Cl)(=O)Cl (diglycolic acid dichloride), FC(C=1C=C(N)C=CC1[N+](=O)[O-])(F)F (3-trifluoromethyl-4-nitroaniline). Run in C1=CC=CC=C1 (benzene). Yields the product FC(C=1C=C(C=CC1[N+](=O)[O-])NC(COCC(=O)NC1=CC(=C(C=C1)[N+](=O)[O-])C(F)(F)F)=O)(F)F (N,N'-BIS-(3-TRIFLUOROMETHYL-4-NITROPHENYL)DIGLYCOLAMIDE). RXN SMILES: [C:1](Cl)(=[O:8])[CH2:2][O:3][CH2:4][C:5](Cl)=[O:6].[F:10][C:11]([F:23])([F:22])[C:12]1[CH:13]=[C:14]([CH:16]=[CH:17][C:18]=1[N+:19]([O-:21])=[O:20])[NH2:15]>C1C=CC=CC=1>[F:10][C:11]([F:22])([F:23])[C:12]1[CH:13]=[C:14]([NH:15][C:1](=[O:8])[CH2:2][O:3][CH2:4][C:5]([NH:15][C:14]2[CH:16]=[CH:17][C:18]([N+:19]([O-:21])=[O:20])=[C:12]([C:11]([F:10])([F:22])[F:23])[CH:13]=2)=[O:6])[CH:16]=[CH:17][C:18]=1[N+:19]([O-:21])=[O:20]. Procedure: Reflux a mixture of 11.97 g (0.07 mole) of diglycolic acid dichloride and 28.84 g (0.14 mole) of 3-trifluoromethyl-4-nitroaniline in 250 ml of benzene for 1 hour. Isolate the solid product of this example by filtration and obtain analytically pure material by recrystallization from benzene-methanol followed by crystallizatin from pure methanol, mp 137°-138° C. Starting materials: CC1=NC(=NO1)N (5-methyl-[1,2,4]oxadiazol-3-ylamine), C1=CC=CC=2OC3=CC=CC=C3C(C12)C(=O)Cl (9H-xanthene-carboxylic acid chloride). Yields the product CC1=NC(=NO1)NC(=O)C1C2=CC=CC=C2OC=2C=CC=CC12 (9H-Xanthene-9-carboxylic acid (5-methyl-[1,2,4]oxadiazol-3-yl)-amide). RXN SMILES: [CH3:1][C:2]1[O:6][N:5]=[C:4]([NH2:7])[N:3]=1.[CH:8]1[C:21]2[CH:20]([C:22](Cl)=[O:23])[C:19]3[C:14](=[CH:15][CH:16]=[CH:17][CH:18]=3)[O:13][C:12]=2[CH:11]=[CH:10][CH:9]=1>>[CH3:1][C:2]1[O:6][N:5]=[C:4]([NH:7][C:22]([CH:20]2[C:21]3[CH:8]=[CH:9][CH:10]=[CH:11][C:12]=3[O:13][C:14]3[C:19]2=[CH:18][CH:17]=[CH:16][CH:15]=3)=[O:23])[N:3]=1. Procedure details: The title compound, white solid, m.p. 186° C. and MS: m/e=307 (M+) was prepared in accordance with the general method of example 44a from 5-methyl-[1,2,4]oxadiazol-3-ylamine and 9H-xanthene-carboxylic acid chloride. Reactants: BrCc1ccccc1Oc1ccccc1, C1CCOC1, C[Si](C)(C)[N-][Si](C)(C)C, ClCCl, Cl, [Li+], O, O=C1c2ccccc2C(=O)N1c1cc[nH]n1. The product is O=C1c2ccccc2C(=O)N1c1ccn(Cc2ccccc2Oc2ccccc2)n1. RXN SMILES: [Br:27][CH2:28][c:29]1[c:30]([O:35][c:36]2[cH:37][cH:38][cH:39][cH:40][cH:41]2)[cH:31][cH:32][cH:33][cH:34]1.[CH2:43]1[O:44][CH2:45][CH2:46][CH2:47]1.[CH3:17][Si:18]([N-:19][Si:20]([CH3:21])([CH3:22])[CH3:23])([CH3:24])[CH3:25].[Cl:48][CH2:49][Cl:50].[ClH:42].[Li+:26].[OH2:51].[nH:1]1[n:2][c:3]([N:6]2[C:7](=[O:16])[c:8]3[cH:9][cH:10][cH:11][cH:12][c:13]3[C:14]2=[O:15])[cH:4][cH:5]1>>[n:1]1([CH2:28][c:29]2[c:30]([O:35][c:36]3[cH:37][cH:38][cH:39][cH:40][cH:41]3)[cH:31][cH:32][cH:33][cH:34]2)[n:2][c:3]([N:6]2[C:7](=[O:16])[c:8]3[cH:9][cH:10][cH:11][cH:12][c:13]3[C:14]2=[O:15])[cH:4][cH:5]1. Starting materials: N1=C(C=CC=C1)C(C)O (1-(pyridin-2-yl)ethanol), ClC1=C(C=C(C=C1)CN[C@H](C)C1=CC(=CC=C1)Cl)O ((R)-2-chloro-5-((1-(3-chlorophenyl)ethylamino)methyl)phenol), C1(=CC=CC=C1)P(C1=CC=CC=C1)C1=CC=CC=C1 (triphenylphosphine), N(=NC(=O)OC(C)C)C(=O)OC(C)C (diisopropyl azodicarboxylate). The solvent is C1CCOC1 (THF), C1CCOC1 (THF). Run at temperature 0 celsius, time 15 minute. The product is ClC1=C(C=C(CN[C@H](C)C2=CC(=CC=C2)Cl)C=C1)OC(C)C1=NC=CC=C1 ((1R)—N-(4-chloro-3-(1-(pyridin-2-yl)ethoxy)benzyl)-1-(3-chlorophenyl)ethanamine). Isolated yield 38.0%. Reaction SMILES: [Cl:1][C:2]1[CH:7]=[CH:6][C:5]([CH2:8][NH:9][C@@H:10]([C:12]2[CH:17]=[CH:16][CH:15]=[C:14]([Cl:18])[CH:13]=2)[CH3:11])=[CH:4][C:3]=1[OH:19].C1(P(C2C=CC=CC=2)C2C=CC=CC=2)C=CC=CC=1.N(C(OC(C)C)=O)=NC(OC(C)C)=O.[N:53]1[CH:58]=[CH:57][CH:56]=[CH:55][C:54]=1[CH:59](O)[CH3:60]>C1COCC1>[Cl:1][C:2]1[CH:7]=[CH:6][C:5]([CH2:8][NH:9][C@@H:10]([C:12]2[CH:17]=[CH:16][CH:15]=[C:14]([Cl:18])[CH:13]=2)[CH3:11])=[CH:4][C:3]=1[O:19][CH:59]([C:54]1[CH:55]=[CH:56][CH:57]=[CH:58][N:53]=1)[CH3:60]. Procedure details: To a solution of (R)-2-chloro-5-((1-(3-chlorophenyl)ethylamino)methyl)phenol 96 (130 mg, 439 μmol) in 5 mL of THF under N2 was added triphenylphosphine (127 mg, 483 μmol). The solution was chilled to 0° C. in an ice bath and then diisopropyl azodicarboxylate (94 μL, 483 μmol) was added dropwise to the reaction. After stirring for 15 min 0° C., a solution of 1-(pyridin-2-yl)ethanol (59 mg, 483 μmol) in THF was added to the reaction. The reaction was allowed to warm to room temperature and it was ... Reactants: [BH4-], CC(C)CC=O, ClCCl, Cc1ccc(NC(=O)C2(c3ccc4c(c3)OCO4)CC2)cc1-c1ccc(CN)cc1, [Na+], O. Yields the product Cc1ccc(NC(=O)C2(c3ccc4c(c3)OCO4)CC2)cc1-c1ccc(CNCCC(C)C)cc1. RXN SMILES: [BH4-:37].[CH3:31][CH:32]([CH3:33])[CH2:34][CH:35]=[O:36].[Cl:39][CH2:40][Cl:41].[NH2:1][CH2:2][c:3]1[cH:4][cH:5][c:6](-[c:9]2[cH:10][c:11]([NH:16][C:17](=[O:18])[C:19]3([c:22]4[cH:23][c:24]5[c:25]([cH:29][cH:30]4)[O:26][CH2:27][O:28]5)[CH2:20][CH2:21]3)[cH:12][cH:13][c:14]2[CH3:15])[cH:7][cH:8]1.[Na+:38].[OH2:42]>>[NH:1]([CH2:2][c:3]1[cH:4][cH:5][c:6](-[c:9]2[cH:10][c:11]([NH:16][C:17](=[O:18])[C:19]3([c:22]4[cH:23][c:24]5[c:25]([cH:29][cH:30]4)[O:26][CH2:27][O:28]5)[CH2:20][CH2:21]3)[cH:12][cH:13][c:14]2[CH3:15])[cH:7][cH:8]1)[CH2:35][CH2:34][CH:32]([CH3:31])[CH3:33].